Task: describe an organic reaction: reactants, conditions, products, and yield. Dataset: the Open Reaction Database (ORD), a public repository of structured organic reaction records Starting materials: FC1=C(C=C(C=C1)[N+](=O)[O-])C1=C(C#N)C=CC=N1 (2-(2-fluoro-5-nitrophenyl)nicotinonitrile), C(C)(=O)OCC (ethyl acetate), [H][H] (hydrogen). Reagents/catalysts: [Pt](=O)=O (platinum(IV) oxide). Solvent: C(C)O (ethanol). The product is NC=1C=CC(=C(C1)C1=C(C#N)C=CC=N1)F (2-(5-amino-2-fluorophenyl)-nicotinonitrile). As a reaction SMILES: [F:1][C:2]1[CH:7]=[CH:6][C:5]([N+:8]([O-])=O)=[CH:4][C:3]=1[C:11]1[N:18]=[CH:17][CH:16]=[CH:15][C:12]=1[C:13]#[N:14].C(OCC)(=O)C.[H][H]>C(O)C.[Pt](=O)=O>[NH2:8][C:5]1[CH:6]=[CH:7][C:2]([F:1])=[C:3]([C:11]2[N:18]=[CH:17][CH:16]=[CH:15][C:12]=2[C:13]#[N:14])[CH:4]=1. Procedure: A solution of 2-(2-fluoro-5-nitrophenyl)nicotinonitrile (1.2 g, 4.9 mmol) and platinum(IV) oxide in ethanol (50 ml) with ethyl acetate (50 ml) was reduced under 40 psi hydrogen for 30 minutes then filtered and the solvent removed to give an orange oil. Purification by chromatography (silica gel, 1% MeOH/CH2Cl2) gave 2-(5-amino-2-fluorophenyl)-nicotinonitrile as an orange oil: 1H NMR (360 MHz, CDCl3) δ 8.88 (1H, dd, J 2, 5 Hz), 8.07 (1H, dd, J 2, 8 Hz), 7.42 (1H, dd, J 5, 8 Hz), 7.04 (1H, t, J 9 ... Reactants: Cc1cccc(-c2nc(-c3cncc(Br)c3)c3cc[nH]c3n2)n1, C1CCOC1, CN1CCNCC1, C[Si](C)(C)[N-][Si](C)(C)C, c1ccc(-c2ccccc2P(C2CCCCC2)C2CCCCC2)cc1, [Li+], O=C(C=Cc1ccccc1)C=Cc1ccccc1, O=C(C=Cc1ccccc1)C=Cc1ccccc1, O=C(C=Cc1ccccc1)C=Cc1ccccc1, [Pd], [Pd]. Yields the product Cc1cccc(-c2nc(-c3cncc(N4CCN(C)CC4)c3)c3cc[nH]c3n2)n1. As a reaction SMILES: [Br:1][c:2]1[cH:3][c:4](-[c:8]2[c:9]3[c:10]([n:11][c:12](-[c:14]4[n:15][c:16]([CH3:20])[cH:17][cH:18][cH:19]4)[n:13]2)[nH:21][cH:22][cH:23]3)[cH:5][n:6][cH:7]1.[CH2:66]1[O:67][CH2:68][CH2:69][CH2:70]1.[CH3:24][N:25]1[CH2:26][CH2:27][NH:28][CH2:29][CH2:30]1.[CH3:57][Si:58]([N-:59][Si:60]([CH3:61])([CH3:62])[CH3:63])([CH3:64])[CH3:65].[CH:31]1([P:32]([CH:33]2[CH2:34][CH2:35][CH2:36][CH2:37][CH2:38]2)[c:39]2[cH:40][cH:41][cH:42][cH:43][c:44]2-[c:45]2[cH:46][cH:47][cH:48][cH:49][cH:50]2)[CH2:51][CH2:52][CH2:53][CH2:54][CH2:55]1.[Li+:56].[O:109]=[C:110]([CH:111]=[CH:112][c:113]1[cH:114][cH:115][cH:116][cH:117][cH:118]1)[CH:119]=[CH:120][c:121]1[cH:122][cH:123][cH:124][cH:125][cH:126]1.[O:73]=[C:74]([CH:75]=[CH:76][c:77]1[cH:78][cH:79][cH:80][cH:81][cH:82]1)[CH:83]=[CH:84][c:85]1[cH:86][cH:87][cH:88][cH:89][cH:90]1.[O:91]=[C:92]([CH:93]=[CH:94][c:95]1[cH:96][cH:97][cH:98][cH:99][cH:100]1)[CH:101]=[CH:102][c:103]1[cH:104][cH:105][cH:106][cH:107][cH:108]1.[Pd:71].[Pd:72]>>[c:2]1([N:28]2[CH2:27][CH2:26][N:25]([CH3:24])[CH2:30][CH2:29]2)[cH:3][c:4](-[c:8]2[c:9]3[c:10]([n:11][c:12](-[c:14]4[n:15][c:16]([CH3:20])[cH:17][cH:18][cH:19]4)[n:13]2)[nH:21][cH:22][cH:23]3)[cH:5][n:6][cH:7]1. The reactants are COC(C(CCO[Si](C)(C)C(C)(C)C)I)=O ((rac)-4-(tert-butyl-dimethyl-silanyloxy)-2-iodo-butyric acid methyl ester), COC(C(CCO[Si](C)(C)C(C)(C)C)I)=O ((rac)-4-(tert-butyl-dimethyl-silanyloxy)-2-iodo-butyric acid methyl ester), OP(=O)(O)[O-].[K+] (KH2PO4), FC(C=1C=C(C=CC1)N1CCNC(CC1)=O)(F)F (1-(3-trifluoromethyl-phenyl)-[1,4]diazepan-5-one), [H-].[Na+] (NaH). Run in CN(C)C=O (DMF), CN(C)C=O (DMF). Conditions: time 20 minute. Product: COC(C(CCO[Si](C)(C)C(C)(C)C)N1CCN(CCC1=O)C1=CC(=CC=C1)C(F)(F)F)=O ((rac)-4-(tert-Butyl-dimethyl-silanyloxy)-2-[7-oxo-4-(3-trifluoromethyl-phenyl)-[1,4]diazepan-1-yl]-butyric acid methyl ester). The yield is 217.3%. Reaction SMILES: [F:1][C:2]([F:18])([F:17])[C:3]1[CH:4]=[C:5]([N:9]2[CH2:15][CH2:14][C:13](=[O:16])[NH:12][CH2:11][CH2:10]2)[CH:6]=[CH:7][CH:8]=1.[H-].[Na+].[CH3:21][O:22][C:23](=[O:36])[CH:24](I)[CH2:25][CH2:26][O:27][Si:28]([C:31]([CH3:34])([CH3:33])[CH3:32])([CH3:30])[CH3:29].OP([O-])(O)=O.[K+]>CN(C=O)C>[CH3:21][O:22][C:23](=[O:36])[CH:24]([N:12]1[C:13](=[O:16])[CH2:14][CH2:15][N:9]([C:5]2[CH:6]=[CH:7][CH:8]=[C:3]([C:2]([F:1])([F:17])[F:18])[CH:4]=2)[CH2:10][CH2:11]1)[CH2:25][CH2:26][O:27][Si:28]([C:31]([CH3:33])([CH3:32])[CH3:34])([CH3:29])[CH3:30] |f:1.2,4.5|. Reported procedure: A solution of 1.60 g (1.94 mmol) of 1-(3-trifluoromethyl-phenyl)-[1,4]diazepan-5-one in 15 ml of DMF was treated at 0° C. with 0.33 g (7.44 mmol) of NaH (55% dispersion in oil). After 20 min at this temperature, the suspension was warmed to RT and added to a cooled solution (0° C.) of 2.33 g (6.50 mmol) of (rac)-4-(tert-butyl-dimethyl-silanyloxy)-2-iodo-butyric acid methyl ester (intermediate 1) in 15 ml of DMF. The solution was stirred 6 h at 0° C. and neutralized with cold 10% aq. KH2PO4 solut... The reactants are C[O-].[Na+] (sodium methoxide), C(=O)OCC (ethyl formate), N#N (N2), C(CCCCCCCCC)C1=CC=C2CCCC(C2=C1)=O (7-n-decyl-1-tetralone). Solvent: C1(=CC=CC=C1)C (toluene), C1(=CC=CC=C1)C (toluene). Reaction conditions: time 4 hour. Yields the product OC=C1C(C2=CC(=CC=C2CC1)CCCCCCCCCC)=O (2-Hydroxymethylene-7-n-decyl-1-tetralone). Reaction SMILES: C[O-].[Na+].C([O:6][CH2:7][CH3:8])=O.N#N.[CH2:11]([C:21]1[CH:30]=C2[C:24]([CH2:25][CH2:26][CH2:27][C:28]2=[O:31])=[CH:23][CH:22]=1)[CH2:12][CH2:13][CH2:14][CH2:15][CH2:16][CH2:17][CH2:18][CH2:19][CH3:20]>C1(C)C=CC=CC=1>[OH:31][CH:28]=[C:27]1[CH2:26][CH2:25][C:24]2[C:8](=[CH:30][C:21]([CH2:11][CH2:12][CH2:13][CH2:14][CH2:15][CH2:16][CH2:17][CH2:18][CH2:19][CH3:20])=[CH:22][CH:23]=2)[C:7]1=[O:6] |f:0.1|. Procedure: A mixture of sodium methoxide (5.4 g, 40.5 mmoles), ethyl formate 7.4 g, 100 mmoles) and 100 mL dry toluene was cooled in an ice bath under inert atmosphere (N2 or Argon). A solution of 7-n-decyl-1-tetralone (11.5 g, 40 mmoles) in 100 mL dry toluene was added with rapid stirring. The ice bath was removed and the reaction was stirred at RT for 4 hours. The reaction was treated with 100 mL water and 100 l mL 6N HCl. The organic layer was separated and washed twice with 50 mL saturated NaCl, dried ... The reactants are BrC=1C=CC(=C(C1)C1=NC2=CC=C(C=C2C=C1)C1=NC2=C(N1C1CCCCC1)C=CC(=C2)C(=O)O)O (2-[2-(5-Bromo-2-hydroxy-phenyl)-quinolin-6-yl]-1-cyclohexyl-1H-benzoimidazole-5-carboxylic acid), [OH-].[K+] (KOH), Compound 354e, NC=1SC(=C(N1)C)C(C)=O (1-(2-amino-4-methyl-thiazol-5-yl)-ethanone). The solvent is C(C)O (ethanol), C(C)O (ethanol). Yields the product NC=1SC(=C(N1)C)C1=NC2=CC=C(C=C2C=C1)C1=NC2=C(N1C1CCCCC1)C=CC(=C2)C(=O)O (2-(2-amino-4-methyl-thiazol-5-yl)-quinolin-6-yl-1-cyclohexyl-1H-benzoimidazole-5-carboxylic acid). Isolated yield 9.0%. As a reaction SMILES: Br[C:2]1C=CC(O)=[C:6]([C:8]2[CH:17]=[CH:16][C:15]3[C:10](=[CH:11][CH:12]=[C:13]([C:18]4[N:22]([CH:23]5[CH2:28][CH2:27][CH2:26][CH2:25][CH2:24]5)[C:21]5[CH:29]=[CH:30][C:31]([C:33]([OH:35])=[O:34])=[CH:32][C:20]=5[N:19]=4)[CH:14]=3)[N:9]=2)[CH:7]=1.[NH2:37][C:38]1[S:39]C(C(=O)C)=C(C)[N:42]=1.[OH-].[K+]>C(O)C>[NH2:42][C:38]1[S:39][C:6]([C:8]2[CH:17]=[CH:16][C:15]3[C:10](=[CH:11][CH:12]=[C:13]([C:18]4[N:22]([CH:23]5[CH2:24][CH2:25][CH2:26][CH2:27][CH2:28]5)[C:21]5[CH:29]=[CH:30][C:31]([C:33]([OH:35])=[O:34])=[CH:32][C:20]=5[N:19]=4)[CH:14]=3)[N:9]=2)=[C:7]([CH3:2])[N:37]=1 |f:2.3|. Reported procedure: Following the procedure and workup for Compound 354, Compound 354e (100 mg, 0.256 mmol) was reacted with 1-(2-amino-4-methyl-thiazol-5-yl)-ethanone (0.256 mmol) in ethanol (2 mL) using 10% w/v KOH in ethanol (506 μL, 0.64 mmol) to produce the title compound (8 mg, 9% yield). MS: 484.19 (M+H+); HPLC Procedure A, retention time=8.57 min. Reactants: C1(CCCCC1)NC(=O)C1=CC=C(C2=CC=CC=C12)S(NC1CCNCC1)(=O)=O (4-(piperidin-4-ylsulfamoyl)-naphthalene-1-carboxylic acid cyclohexylamide), C(CCC)(=O)Cl (butyryl chloride), ClC(=O)OCC (ethyl chloroformate). Yields the product C1(=CC=CC=C1)NC(=O)C1=CC=C(C2=CC=CC=C12)S(NC1CCN(CC1)C(CCC)=O)(=O)=O (4-(1-Butyryl-piperidin-4-ylsulfamoyl)-naphthalene-1-carboxylic acid phenylamide). Reaction SMILES: [CH:1]1([NH:7][C:8]([C:10]2[C:19]3[C:14](=[CH:15][CH:16]=[CH:17][CH:18]=3)[C:13]([S:20](=[O:29])(=[O:28])[NH:21][CH:22]3[CH2:27][CH2:26][NH:25][CH2:24][CH2:23]3)=[CH:12][CH:11]=2)=[O:9])[CH2:6][CH2:5][CH2:4][CH2:3][CH2:2]1.[C:30](Cl)(=[O:34])[CH2:31][CH2:32][CH3:33].ClC(OCC)=O>>[C:1]1([NH:7][C:8]([C:10]2[C:19]3[C:14](=[CH:15][CH:16]=[CH:17][CH:18]=3)[C:13]([S:20](=[O:29])(=[O:28])[NH:21][CH:22]3[CH2:23][CH2:24][N:25]([C:30](=[O:34])[CH2:31][CH2:32][CH3:33])[CH2:26][CH2:27]3)=[CH:12][CH:11]=2)=[O:9])[CH:6]=[CH:5][CH:4]=[CH:3][CH:2]=1. Procedure details: The title compound was prepared according to the general procedure in Scheme 11, substituting 4-(piperidin-4-ylsulfamoyl)-naphthalene-1-carboxylic acid phenylamide for 4-(piperidin-4-ylsulfamoyl)-naphthalene-1-carboxylic acid cyclohexylamide, and butyryl chloride for ethyl chloroformate. 1H NMR (300 MHz, CDCl3) δ 8.87 (s, 1H), 8.67 (m, 1H), 8.36 (m, 2H), 8.25 (d, 1H), 8.08 (m, 2H), 7.87 (d, 1H), 7.78 (d, 1H), 7.70 (m, 1H), 7.63 (m, 1H), 5.50 (d, 1H), 3.95 (m, 1H), 3.55 (m, 1H), 3.26 (m, 1H), 2.8...